describe an organic reaction: reactants, conditions, products, and yield From a dataset of the Open Reaction Database (ORD), a public repository of structured organic reaction records. Starting materials: O=C(Cl)c1ccccc1, [H-], Nc1ccccc1[N+](=O)[O-], [Na+], C1CCOC1, O. Product: O=C(Nc1ccccc1[N+](=O)[O-])c1ccccc1. Reaction SMILES: [C:13]([c:14]1[cH:15][cH:16][cH:17][cH:18][cH:19]1)(=[O:20])[Cl:21].[H-:1].[N+:3](=[O:4])([O-:5])[c:6]1[c:7]([NH2:8])[cH:9][cH:10][cH:11][cH:12]1.[Na+:2].[O:23]1[CH2:24][CH2:25][CH2:26][CH2:27]1.[OH2:22]>>[N+:3](=[O:4])([O-:5])[c:6]1[c:7]([NH:8][C:13]([c:14]2[cH:15][cH:16][cH:17][cH:18][cH:19]2)=[O:20])[cH:9][cH:10][cH:11][cH:12]1. The reactants are C1=CN(C=N1)C(=O)N2C=CN=C2 (CDI), C(C)(C)(C)OC(=O)C1CCC(CC1)C(=O)O (Cyclohexane-1,4-dicarboxylic acid mono-t-butyl ester), N,N′-carbonyldiimidazole, C(C)(=O)OCC (ethyl acetate). Run in C1CCOC1 (THF). Conditions: temperature -78 celsius, time 1 hour. Product: COC(=O)C1CCC(CC1)C(CC(=O)OCC)=O (4-(2-Ethoxycarbonyl-acetyl)-cyclohexanecarboxylic acid methyl ester). As a reaction SMILES: [C:1]([O:5][C:6]([CH:8]1[CH2:13][CH2:12][CH:11]([C:14]([OH:16])=O)[CH2:10][CH2:9]1)=[O:7])(C)(C)C.[C:17]([O:20][CH2:21][CH3:22])(=[O:19])[CH3:18].C1N=CN(C(N2C=NC=C2)=O)C=1>C1COCC1>[CH3:1][O:5][C:6]([CH:8]1[CH2:9][CH2:10][CH:11]([C:14](=[O:16])[CH2:18][C:17]([O:20][CH2:21][CH3:22])=[O:19])[CH2:12][CH2:13]1)=[O:7]. Reported procedure: Cyclohexane-1,4-dicarboxylic acid mono-t-butyl ester (26.9 mmol, 5.0 g) and N,N′-carbonyldiimidazole (33.6 mmol, 5.44 g) in anhydrous THF (80 mL) were stirred 16 h at room temperature under argon. In a separate, sealed and argon-flushed flask, LiHMDS (1.0 M in THF, 56.5 ml) was added to 40 mL anhydrous THF stirring at −78° C. To this solution was added dropwise anhydrous ethyl acetate (57.8 mmol, 5.65 mL). This solution was allowed to stir at −78° C. for 1 hour prior to dropwise addition of orig... Reactants: CCN(C(C)C)C(C)C, O=C(Cl)C(=O)Cl, O=C(O)c1ccc(Cl)c(I)c1, ClCCl, Nc1cccc(C(F)(F)F)c1, CN(C)C=O. The product is O=C(Nc1cccc(C(F)(F)F)c1)c1ccc(Cl)c(I)c1. Reaction SMILES: [CH:34]([N:35]([CH2:36][CH3:37])[CH:38]([CH3:39])[CH3:40])([CH3:41])[CH3:42].[Cl:17][C:18]([C:19]([Cl:20])=[O:21])=[O:22].[Cl:1][c:2]1[c:3]([I:11])[cH:4][c:5]([C:6](=[O:7])[OH:8])[cH:9][cH:10]1.[Cl:43][CH2:44][Cl:45].[F:23][C:24]([c:25]1[cH:26][c:27]([NH2:31])[cH:28][cH:29][cH:30]1)([F:32])[F:33].[O:12]=[CH:13][N:14]([CH3:15])[CH3:16]>>[Cl:1][c:2]1[c:3]([I:11])[cH:4][c:5]([C:6](=[O:8])[NH:31][c:27]2[cH:26][c:25]([C:24]([F:23])([F:32])[F:33])[cH:30][cH:29][cH:28]2)[cH:9][cH:10]1. Starting materials: C(C)(C)(C)OC(=O)N1CC(C1)C1=CC(=C(C(=C1)Cl)C=1SC=2C(=NC=CC2N1)Cl)Cl (3-[3,5-dichloro-4-(4-chlorothiazolo[5,4-c]pyridin-2-yl)-phenyl]-azetidine-1-carboxylic acid tert-butyl ester), CC1=CC(=NC=N1)N (6-methylpyrimidin-4-ylamine), CC1(C2=C(C(=CC=C2)P(C3=CC=CC=C3)C4=CC=CC=C4)OC5=C(C=CC=C51)P(C6=CC=CC=C6)C7=CC=CC=C7)C (XantPhos), C(=O)([O-])[O-].[Cs+].[Cs+] (Cs2CO3). The reagents and catalysts are C=1C=CC(=CC1)/C=C/C(=O)/C=C/C2=CC=CC=C2.C=1C=CC(=CC1)/C=C/C(=O)/C=C/C2=CC=CC=C2.C=1C=CC(=CC1)/C=C/C(=O)/C=C/C2=CC=CC=C2.[Pd].[Pd] (Pd2(dba)3). Solvent: O1CCOCC1 (dioxane). Conditions: temperature 85 celsius. The product is C(C)(C)(C)OC(=O)N1CC(C1)C1=CC(=C(C(=C1)Cl)C=1SC=2C(=NC=CC2N1)NC1=NC=NC(=C1)C)Cl (3-{3,5-Dichloro-4-[4-(6-methylpyrimidin-4-ylamino)thiazolo[5,4-c]pyridin-2-yl]-phenyl}-azetidine-1-carboxylic acid tert-butyl ester). The yield is 52.3%. As a reaction SMILES: [C:1]([O:5][C:6]([N:8]1[CH2:11][CH:10]([C:12]2[CH:17]=[C:16]([Cl:18])[C:15]([C:19]3[S:20][C:21]4[C:22](Cl)=[N:23][CH:24]=[CH:25][C:26]=4[N:27]=3)=[C:14]([Cl:29])[CH:13]=2)[CH2:9]1)=[O:7])([CH3:4])([CH3:3])[CH3:2].[CH3:30][C:31]1[N:36]=[CH:35][N:34]=[C:33]([NH2:37])[CH:32]=1.CC1(C)C2C(=C(P(C3C=CC=CC=3)C3C=CC=CC=3)C=CC=2)OC2C(P(C3C=CC=CC=3)C3C=CC=CC=3)=CC=CC1=2.C([O-])([O-])=O.[Cs+].[Cs+]>O1CCOCC1.C1C=CC(/C=C/C(/C=C/C2C=CC=CC=2)=O)=CC=1.C1C=CC(/C=C/C(/C=C/C2C=CC=CC=2)=O)=CC=1.C1C=CC(/C=C/C(/C=C/C2C=CC=CC=2)=O)=CC=1.[Pd].[Pd]>[C:1]([O:5][C:6]([N:8]1[CH2:11][CH:10]([C:12]2[CH:13]=[C:14]([Cl:29])[C:15]([C:19]3[S:20][C:21]4[C:22]([NH:37][C:33]5[CH:32]=[C:31]([CH3:30])[N:36]=[CH:35][N:34]=5)=[N:23][CH:24]=[CH:25][C:26]=4[N:27]=3)=[C:16]([Cl:18])[CH:17]=2)[CH2:9]1)=[O:7])([CH3:2])([CH3:3])[CH3:4] |f:3.4.5,7.8.9.10.11|. Reported procedure: A mixture of 3-[3,5-dichloro-4-(4-chlorothiazolo[5,4-c]pyridin-2-yl)-phenyl]-azetidine-1-carboxylic acid tert-butyl ester (0.106 g, 0.225 mmol), 6-methylpyrimidin-4-ylamine (0.024 g, 0.248 mmol), XantPhos (0.013 g, 0.023 mmol), Pd2(dba)3 (0.010 g, 0.0113 mmol) and Cs2CO3 (0.147 g, 0.45 mmol) in dioxane (2 mL) was degassed with a stream of argon. The reaction mixture was heated at 85° C. for 18 hours. Additional Pd2(dba)3 (0.005 g), XantPhos (0.007 g) and 6-methylpyrimidin-4-ylamine (0.006 g) wer... The reactants are OCC=1C=CC(N(C1)CC1=CC=C(C=C1)OC)=O (5-hydroxymethyl-1-(4-methoxy-benzyl)-1H-pyridin-2-one), C[N+]1(CCOCC1)[O-] (4-methyl morpholine N-oxide). The reagents and catalysts are [Ru](=O)(=O)(=O)[O-].C(CC)[N+](CCC)(CCC)CCC (tetrapropylammonium perruthenate). Run in ClCCl (dichloromethane). Conditions: time 2 hour. The product is COC1=CC=C(CN2C=C(C=CC2=O)C=O)C=C1 (1-(4-methoxy-benzyl)-6-oxo-1,6-dihydro-pyridine-3-carbaldehyde). Reaction SMILES: [OH:1][CH2:2][C:3]1[CH:4]=[CH:5][C:6](=[O:18])[N:7]([CH2:9][C:10]2[CH:15]=[CH:14][C:13]([O:16][CH3:17])=[CH:12][CH:11]=2)[CH:8]=1.C[N+]1([O-])CCOCC1>ClCCl.[Ru]([O-])(=O)(=O)=O.C([N+](CCC)(CCC)CCC)CC>[CH3:17][O:16][C:13]1[CH:12]=[CH:11][C:10]([CH2:9][N:7]2[C:6](=[O:18])[CH:5]=[CH:4][C:3]([CH:2]=[O:1])=[CH:8]2)=[CH:15][CH:14]=1 |f:3.4|. Reported procedure: To a solution of 5-hydroxymethyl-1-(4-methoxy-benzyl)-1H-pyridin-2-one (35 mg, 151.5 μmol, 1 eq), 4-methyl morpholine N-oxide (26.7 mg, 227.2 μmol, 1.5 eq) and powdered 4 Å molecular sieves in dichloromethane (10 mL) was added in one portion tetrapropylammonium perruthenate (2.7 mg, 7.5 μmol, 0.05 eq). The reaction was stirred at rt for 2 h. After this time, the mixture was filtered through silica and the silica plug was washed with 95:5 dichloromethane/methanol. The filtrates were combined and ...